Dataset: the Open Reaction Database (ORD), a public repository of structured organic reaction records. Task: describe an organic reaction: reactants, conditions, products, and yield Reactants: C(C)(C)(C)[Si](OCC[C@@H]1OC(OC1(C)C)(C)C)(C)C (tert-butyl-dimethyl-[2-((S)-2,2,5,5-tetramethyl-[1,3]dioxolan-4-yl)-ethoxy]-silane), [F-].C(CCC)[N+](CCCC)(CCCC)CCCC (tetrabutylammonium fluoride), O (Water). Solvent: O1CCCC1 (tetrahydrofuran). Run at time 1 hour. The product is CC1(OC([C@@H](O1)CCO)(C)C)C (2-((S)-2,2,5,5-tetramethyl-[1,3]dioxolan-4-yl)-ethanol). Yield: 98.1%. Reaction SMILES: C([Si](C)(C)[O:6][CH2:7][CH2:8][C@H:9]1[C:13]([CH3:15])([CH3:14])[O:12][C:11]([CH3:17])([CH3:16])[O:10]1)(C)(C)C.[F-].C([N+](CCCC)(CCCC)CCCC)CCC.O>O1CCCC1>[CH3:16][C:11]1([CH3:17])[O:10][C@@H:9]([CH2:8][CH2:7][OH:6])[C:13]([CH3:15])([CH3:14])[O:12]1 |f:1.2|. Procedure: Step F To the solution of tert-butyl-dimethyl-[2-((S)-2,2,5,5-tetramethyl-[1,3]dioxolan-4-yl)-ethoxy]-silane (4.56 g, 15.8 mmol) in tetrahydrofuran (20 mL) at 0° C. was added a solution of tetrabutylammonium fluoride (1 M, 20 mL, 20 mmol). The reaction mixture was stirred at room temperature for 1 h. Water was added, and the mixture was extracted with ethyl acetate. The organic layer was separated, washed with saturated aqueous NaHCO3 solution, brine, dried over MgSO4, and concentrated to give 2...